Dataset: the Open Reaction Database (ORD), a public repository of structured organic reaction records. Task: describe an organic reaction: reactants, conditions, products, and yield The reactants are FC1(OC2=C(O1)C=CC(=C2)CBr)F (2,2-difluoro-5-bromomethyl-1,3-benzodioxole), [C-]#N.[K+] (potassium cyanide), ice water, [Br-].[K+] (potassium bromide). The solvent is alcohol, O (water). Yields the product FC1(OC2=C(O1)C=CC(=C2)CC#N)F (2,2-Difluoro-1,3-benzodioxole-5-acetonitrile). Isolated yield 65.8%. RXN SMILES: [F:1][C:2]1([F:13])[O:6][C:5]2[CH:7]=[CH:8][C:9]([CH2:11]Br)=[CH:10][C:4]=2[O:3]1.[C-:14]#[N:15].[K+].[Br-].[K+]>O>[F:1][C:2]1([F:13])[O:6][C:5]2[CH:7]=[CH:8][C:9]([CH2:11][C:14]#[N:15])=[CH:10][C:4]=2[O:3]1 |f:1.2,3.4|. Reported procedure: To a solution of 2,2-difluoro-5-bromomethyl-1,3-benzodioxole (41.0 g) in absolute alcohol (160 ml) at 60°-70° C a hot solution of potassium cyanide (22.1 g, 0.34 mole) in water (30 ml) is added. There is a slight exotherm and within 5 minutes potassium bromide separates out of the reaction mixture. The reaction mixture is refluxed for 1.5 hours, cooled and added to ice-water. The mixture is extracted with ether (3×100 ml), the combined extracts are washed with water (2×50 ml), dried over sodium ... Reactants: CC(=O)OC(C)=O, CCOC(C)=O, COc1c(C)cnc(Cn2cnc3c(Cl)nc(N)nc32)c1C, O=S(=O)(O)O. Yields the product COc1c(C)cnc(Cn2cnc3c(Cl)nc(NC(C)=O)nc32)c1C. As a reaction SMILES: [C:34]([O:35][C:36](=[O:37])[CH3:38])(=[O:39])[CH3:40].[CH3:28][CH2:29][O:30][C:31]([CH3:32])=[O:33].[Cl:1][c:2]1[c:3]2[n:4][cH:5][n:6]([CH2:12][c:13]3[n:14][cH:15][c:16]([CH3:22])[c:17]([O:20][CH3:21])[c:18]3[CH3:19])[c:7]2[n:8][c:9]([NH2:11])[n:10]1.[S:23](=[O:24])(=[O:25])([OH:26])[OH:27]>>[Cl:1][c:2]1[c:3]2[n:4][cH:5][n:6]([CH2:12][c:13]3[n:14][cH:15][c:16]([CH3:22])[c:17]([O:20][CH3:21])[c:18]3[CH3:19])[c:7]2[n:8][c:9]([NH:11][C:29]([CH3:28])=[O:30])[n:10]1. As a reaction SMILES: [CH3:32][CH:33]([OH:34])[CH3:35].[CH:10]([CH3:11])([CH3:12])[c:13]1[c:14]([SH:19])[cH:15][cH:16][cH:17][cH:18]1.[Cu:30][I:31].[I:1][c:2]1[cH:3][c:4]([O:8][CH3:9])[cH:5][cH:6][cH:7]1.[K+:20].[K+:21].[O-:22][C:23]([O-:24])=[O:25].[OH:26][CH2:27][CH2:28][OH:29]>>[c:2]1([S:19][c:14]2[c:13]([CH:10]([CH3:11])[CH3:12])[cH:18][cH:17][cH:16][cH:15]2)[cH:3][c:4]([O:8][CH3:9])[cH:5][cH:6][cH:7]1. The product is COc1cccc(Sc2ccccc2C(C)C)c1. The reactants are CC(C)O, CC(C)c1ccccc1S, [Cu]I, COc1cccc(I)c1, [K+], [K+], O=C([O-])[O-], OCCO. Reactants: COC(=O)CBr, O=C([O-])[O-], CC(C)=O, OCc1cccc(O)c1Cl, [Cs+], [Cs+]. The product is COC(=O)COc1cccc(CO)c1Cl. As a reaction SMILES: [Br:17][CH2:18][C:19](=[O:20])[O:21][CH3:22].[C:1](=[O:2])([O-:3])[O-:4].[CH3:23][C:24](=[O:25])[CH3:26].[Cl:7][c:8]1[c:9]([OH:16])[cH:10][cH:11][cH:12][c:13]1[CH2:14][OH:15].[Cs+:5].[Cs+:6]>>[Cl:7][c:8]1[c:9]([O:16][CH2:18][C:19](=[O:20])[O:21][CH3:22])[cH:10][cH:11][cH:12][c:13]1[CH2:14][OH:15].